Dataset: the Open Reaction Database (ORD), a public repository of structured organic reaction records. Task: describe an organic reaction: reactants, conditions, products, and yield Starting materials: CC1=C(C=C(C=C1)NC(C1=CC(=CC=C1)C(F)(F)F)=O)\C=C\N1C2=NC=NC(=C2N=C1)NC ((E)-N-(4-methyl-3-(2-(6-(methylamino)-9H-purin-9-yl)vinyl)phenyl)-3-(trifluoromethyl)benzamide). Reagents/catalysts: [Pd] (palladium on carbon). Run in CO (MeOH). Run at time 48 hour. Product: CC1=C(C=C(C=C1)NC(C1=CC(=CC=C1)C(F)(F)F)=O)CCN1C2=NC=NC(=C2N=C1)NC (N-(4-Methyl-3-(2-(6-(methylamino)-9H-purin-9-yl)ethyl)phenyl)-3-(trifluoromethyl)benzamide). As a reaction SMILES: [CH3:1][C:2]1[CH:7]=[CH:6][C:5]([NH:8][C:9](=[O:20])[C:10]2[CH:15]=[CH:14][CH:13]=[C:12]([C:16]([F:19])([F:18])[F:17])[CH:11]=2)=[CH:4][C:3]=1/[CH:21]=[CH:22]/[N:23]1[CH:31]=[N:30][C:29]2[C:24]1=[N:25][CH:26]=[N:27][C:28]=2[NH:32][CH3:33]>CO.[Pd]>[CH3:1][C:2]1[CH:7]=[CH:6][C:5]([NH:8][C:9](=[O:20])[C:10]2[CH:15]=[CH:14][CH:13]=[C:12]([C:16]([F:17])([F:18])[F:19])[CH:11]=2)=[CH:4][C:3]=1[CH2:21][CH2:22][N:23]1[CH:31]=[N:30][C:29]2[C:24]1=[N:25][CH:26]=[N:27][C:28]=2[NH:32][CH3:33]. Procedure details: To a solution of (E)-N-(4-methyl-3-(2-(6-(methylamino)-9H-purin-9-yl)vinyl)phenyl)-3-(trifluoromethyl)benzamide (0.10 g) in MeOH was added a catalytic amount of 10% palladium on carbon. The resulting mixture was hydrogenated under 50 psi H2 for 48 h at which point HPLC indicated completion. The catalyst was removed by filtration and the filtrate was concentrated on a rotavap and further dried under vacuum yielding the desired product. Reactants: ClC1=C(C=NC2=C1C(=NC=1N2N=C(C1)C)C)C(=O)OCC (6-chloro-2,5-dimethylpyrazolo[1,5-a]pyrido[3,2-e]pyrimidine-7-carboxylic acid, ethyl ester), N1CCCCC1 (piperidine). Product: CC1=NN2C(N=C(C3=C2N=CC(=C3N3CCCCC3)C(=O)OCC)C)=C1 (2,5-dimethyl-6-(1-piperidinyl)-pyrazolo[1,5-a]pyrido[3,2-e]pyrimidine-7-carboxylic acid, ethyl ester). Isolated yield 88.0%. Reaction SMILES: Cl[C:2]1[C:7]2[C:8]([CH3:16])=[N:9][C:10]3[N:11]([N:12]=[C:13]([CH3:15])[CH:14]=3)[C:6]=2[N:5]=[CH:4][C:3]=1[C:17]([O:19][CH2:20][CH3:21])=[O:18].[NH:22]1[CH2:27][CH2:26][CH2:25][CH2:24][CH2:23]1>>[CH3:15][C:13]1[CH:14]=[C:10]2[N:9]=[C:8]([CH3:16])[C:7]3[C:2]([N:22]4[CH2:27][CH2:26][CH2:25][CH2:24][CH2:23]4)=[C:3]([C:17]([O:19][CH2:20][CH3:21])=[O:18])[CH:4]=[N:5][C:6]=3[N:11]2[N:12]=1. Procedure: When 6-chloro-2,5-dimethylpyrazolo[1,5-a]pyrido[3,2-e]pyrimidine-7-carboxylic acid, ethyl ester of Example 1c is treated with piperidine according to the procedure of Example 1d, 2,5-dimethyl-6-(1-piperidinyl)-pyrazolo[1,5-a]pyrido[3,2-e]pyrimidine-7-carboxylic acid, ethyl ester is obtained, yield 88%, m.p. 161°-163° (ethyl acetate). Starting materials: CCCCC(Cc1ccc(OCCCNC(=O)c2ccc(-c3ccccn3)cc2)cc1)C(=O)OCC, [Na+], [OH-]. Product: CCCCC(Cc1ccc(OCCCNC(=O)c2ccc(-c3ccccn3)cc2)cc1)C(=O)O. Reaction SMILES: [CH2:1]([CH2:2][CH2:3][CH3:4])[CH:5]([C:6](=[O:7])[O:8][CH2:9][CH3:10])[CH2:11][c:12]1[cH:13][cH:14][c:15]([O:18][CH2:19][CH2:20][CH2:21][NH:22][C:23]([c:24]2[cH:25][cH:26][c:27](-[c:30]3[n:31][cH:32][cH:33][cH:34][cH:35]3)[cH:28][cH:29]2)=[O:36])[cH:16][cH:17]1.[Na+:38].[OH-:37]>>[CH2:1]([CH2:2][CH2:3][CH3:4])[CH:5]([C:6](=[O:7])[OH:8])[CH2:11][c:12]1[cH:13][cH:14][c:15]([O:18][CH2:19][CH2:20][CH2:21][NH:22][C:23]([c:24]2[cH:25][cH:26][c:27](-[c:30]3[n:31][cH:32][cH:33][cH:34][cH:35]3)[cH:28][cH:29]2)=[O:36])[cH:16][cH:17]1. The reactants are ON=C(C1=NC=CN=C1)Cl (N-Hydroxypyrazine-2-carbimidoyl chloride), C(#C)C=1C=C(C=CC1)C(C)=O (1-(3-ethynylphenyl)ethanone), N (NH3). The product is N1=C(C=NC=C1)C1=NOC(=C1)C=1C=C(C=CC1)C(C)=O (1-(3-(3-(Pyrazin-2-yl)isoxazol-5-yl)phenyl)ethanone). Procedure details: The titled compound was prepared according to Method CB using the product of Example 83D (79 mg, 0.5 mmol) and 1-(3-ethynylphenyl)ethanone (GFS Chemicals, 72 mg, 0.5 mmol). 1H NMR (300 MHz, MeOH-d4) δ 2.70 (s, 3H), 7.55 (s, 1H), 7.71 (t, J=7.8 Hz, 1H), 8.07-8.23 (m, 2H), 8.52 (t, J=1.7 Hz, 1H), 8.70 (d, J=2.7 Hz, 1H), 8.74-8.82 (m, 1H), 9.31 (d, J=1.7 Hz, 1H) ppm; MS (DCI/NH3) m/z 266 (M+H)+. RXN SMILES: [OH:1][N:2]=[C:3](Cl)[C:4]1[CH:9]=[N:8][CH:7]=[CH:6][N:5]=1.[C:11]([C:13]1[CH:14]=[C:15]([C:19](=[O:21])[CH3:20])[CH:16]=[CH:17][CH:18]=1)#[CH:12].N>>[N:5]1[CH:6]=[CH:7][N:8]=[CH:9][C:4]=1[C:3]1[CH:12]=[C:11]([C:13]2[CH:14]=[C:15]([C:19](=[O:21])[CH3:20])[CH:16]=[CH:17][CH:18]=2)[O:1][N:2]=1. Reactants: CN(C=CC(=O)C1=C(C=C(C=C1)C(F)(F)F)[N+](=O)[O-])C (3-dimethylamino-1-(2-nitro-4-trifluoromethylphenyl)-prop-2-en-1-one), Cl.NO (hydroxylamine hydrochloride). The solvent is C(C)O (ethanol). Conditions: time 8 hour. The product is OC1(CC=NO1)C1=C(C=C(C=C1)C(F)(F)F)[N+](=O)[O-] (5-hydroxy-5-(2-nitro-4-trifluoromethylphenyl)-isoxazoline). The yield is 86.3%. As a reaction SMILES: C[N:2](C)[CH:3]=[CH:4][C:5]([C:7]1[CH:12]=[CH:11][C:10]([C:13]([F:16])([F:15])[F:14])=[CH:9][C:8]=1[N+:17]([O-:19])=[O:18])=[O:6].Cl.N[OH:23]>C(O)C>[OH:6][C:5]1([C:7]2[CH:12]=[CH:11][C:10]([C:13]([F:16])([F:15])[F:14])=[CH:9][C:8]=2[N+:17]([O-:19])=[O:18])[O:23][N:2]=[CH:3][CH2:4]1 |f:1.2|. Procedure: A mixture of 3-dimethylamino-1-(2-nitro-4-trifluoromethylphenyl)-prop-2-en-1-one (41.0 g) and hydroxylamine hydrochloride (11.9 g) in dry ethanol (280 ml) was stirred at room temperature overnight. It was evaporated to dryness and the residue was dissolved in a mixture of ether (150 ml) and water (100 ml). The layers were separated and the organic layer was washed with water (100 ml), dried (anhydrous sodium sulphate) and filtered. The filtrate was evaporated to dryness and the residue was tritu... The product is Cn1c(=O)c(-c2c(Cl)cccc2Cl)cc2cnc(Nc3cccc(O)c3)nc21. Reaction SMILES: [CH3:33][C:34](=[O:35])[OH:36].[Cl:1][c:2]1[c:3](-[c:9]2[cH:10][c:11]3[c:12]([n:13][c:14]([S:17]([CH3:18])(=[O:19])=[O:20])[n:15][cH:16]3)[n:21]([CH3:24])[c:22]2=[O:23])[c:4]([Cl:8])[cH:5][cH:6][cH:7]1.[NH2:25][c:26]1[cH:27][cH:28][cH:29][c:30]([OH:31])[cH:32]1.[OH2:37]>>[Cl:1][c:2]1[c:3](-[c:9]2[cH:10][c:11]3[c:12]([n:13][c:14]([NH:25][c:26]4[cH:27][cH:28][cH:29][c:30]([OH:31])[cH:32]4)[n:15][cH:16]3)[n:21]([CH3:24])[c:22]2=[O:23])[c:4]([Cl:8])[cH:5][cH:6][cH:7]1. Starting materials: CC(=O)O, Cn1c(=O)c(-c2c(Cl)cccc2Cl)cc2cnc(S(C)(=O)=O)nc21, Nc1cccc(O)c1, O.